Dataset: the Open Reaction Database (ORD), a public repository of structured organic reaction records. Task: describe an organic reaction: reactants, conditions, products, and yield Starting materials: CCOC(=O)COc1cc(C)nc2c(OCc3ccccc3)cccc12, CCO, C1COCCO1. The product is CCOC(=O)COc1cc(C)nc2c(O)cccc12. As a reaction SMILES: [CH2:1]([c:2]1[cH:3][cH:4][cH:5][cH:6][cH:7]1)[O:8][c:9]1[cH:10][cH:11][cH:12][c:13]2[c:14]([O:20][CH2:21][C:22](=[O:23])[O:24][CH2:25][CH3:26])[cH:15][c:16]([CH3:19])[n:17][c:18]12.[CH3:27][CH2:28][OH:29].[O:30]1[CH2:31][CH2:32][O:33][CH2:34][CH2:35]1>>[OH:8][c:9]1[cH:10][cH:11][cH:12][c:13]2[c:14]([O:20][CH2:21][C:22](=[O:23])[O:24][CH2:25][CH3:26])[cH:15][c:16]([CH3:19])[n:17][c:18]12. Starting materials: CC1=NN(C(=N1)C)C1=NC(=NC(=C1)C=C)SC (4-(3,5-dimethyl-1H-1,2,4-triazol-1-yl)-2-(methylthio)-6-vinylpyrimidine), [N+](=[N-])=CC(=O)OCC (ethyl diazoacetate). The solvent is C1(=CC=CC=C1)C (toluene). Reaction conditions: temperature 120 celsius, time 6 hour. The product is C(C)OC(=O)[C@H]1[C@@H](C1)C1=NC(=NC(=C1)N1N=C(N=C1C)C)SC (ethyl-trans-2-(6-(3,5-dimethyl-1H-1,2,4-triazol-1-yl)-2-(methylthio)pyrimidin-4-yl)cyclopropanecarboxylate). Reaction SMILES: [CH3:1][C:2]1[N:6]=[C:5]([CH3:7])[N:4]([C:8]2[CH:13]=[C:12]([CH:14]=[CH2:15])[N:11]=[C:10]([S:16][CH3:17])[N:9]=2)[N:3]=1.[N+](=[CH:20][C:21]([O:23][CH2:24][CH3:25])=[O:22])=[N-]>C1(C)C=CC=CC=1>[CH2:24]([O:23][C:21]([C@@H:20]1[CH2:15][C@H:14]1[C:12]1[CH:13]=[C:8]([N:4]2[C:5]([CH3:7])=[N:6][C:2]([CH3:1])=[N:3]2)[N:9]=[C:10]([S:16][CH3:17])[N:11]=1)=[O:22])[CH3:25]. Reported procedure: To a solution of 4-(3,5-dimethyl-1H-1,2,4-triazol-1-yl)-2-(methylthio)-6-vinylpyrimidine (1-3) (5.00 g, 20.0 mmol, 1.0 eq.) in degassed toluene (220 mL) was added ethyl diazoacetate (4.3 mL, 40.0 mmol, 2.0 eq.) and the reaction was heated to 120° C. The reaction was monitored by LC-MS and after 6 hours the mixture was cooled to room temperature and the toluene was removed by roto-evaporation. The resulting residue was purified by silica gel column chromatography (10-70% ethyl acetate in hexanes)... The reactants are COc1cccc(Nc2c(C(N)=O)cnc3c(C)cc(I)cc23)c1, O=C(C=Cc1ccccc1)C=Cc1ccccc1, O=C(C=Cc1ccccc1)C=Cc1ccccc1, O=C(C=Cc1ccccc1)C=Cc1ccccc1, C1COCCO1, [Pd], [Pd], OCCCCCCCCCCCS. Product: COc1cccc(Nc2c(C(N)=O)cnc3c(C)cc(SCCCCCCCCCCCO)cc23)c1. Reaction SMILES: [I:1][c:2]1[cH:3][c:4]2[c:5]([NH:16][c:17]3[cH:18][c:19]([O:23][CH3:24])[cH:20][cH:21][cH:22]3)[c:6]([C:13](=[O:14])[NH2:15])[cH:7][n:8][c:9]2[c:10]([CH3:12])[cH:11]1.[O:40]=[C:41]([CH:42]=[CH:43][c:44]1[cH:45][cH:46][cH:47][cH:48][cH:49]1)[CH:50]=[CH:51][c:52]1[cH:53][cH:54][cH:55][cH:56][cH:57]1.[O:58]=[C:59]([CH:60]=[CH:61][c:62]1[cH:63][cH:64][cH:65][cH:66][cH:67]1)[CH:68]=[CH:69][c:70]1[cH:71][cH:72][cH:73][cH:74][cH:75]1.[O:76]=[C:77]([CH:78]=[CH:79][c:80]1[cH:81][cH:82][cH:83][cH:84][cH:85]1)[CH:86]=[CH:87][c:88]1[cH:89][cH:90][cH:91][cH:92][cH:93]1.[O:94]1[CH2:95][CH2:96][O:97][CH2:98][CH2:99]1.[Pd:38].[Pd:39].[SH:25][CH2:26][CH2:27][CH2:28][CH2:29][CH2:30][CH2:31][CH2:32][CH2:33][CH2:34][CH2:35][CH2:36][OH:37]>>[c:2]1([S:25][CH2:26][CH2:27][CH2:28][CH2:29][CH2:30][CH2:31][CH2:32][CH2:33][CH2:34][CH2:35][CH2:36][OH:37])[cH:3][c:4]2[c:5]([NH:16][c:17]3[cH:18][c:19]([O:23][CH3:24])[cH:20][cH:21][cH:22]3)[c:6]([C:13](=[O:14])[NH2:15])[cH:7][n:8][c:9]2[c:10]([CH3:12])[cH:11]1. Starting materials: [H-].[Na+] (sodium hydride), OCCOC=1C=C(C#N)C=CC1 (3-[(2-hydroxyethyl)oxy]benzonitrile), Example 33, Example 30, [N+](=O)([O-])C1=NN(C=N1)C(C1=CC=CC=C1)(C1=CC=CC=C1)C1=CC=CC=C1 (3-nitro-1-(triphenylmethyl)-1H-1,2,4-triazole). Run in C1CCOC1 (THF), C1CCOC1 (THF). Conditions: time 12 hour. Product: C1(=CC=CC=C1)C(N1N=C(N=C1)OCCOC=1C=C(C#N)C=CC1)(C1=CC=CC=C1)C1=CC=CC=C1 (3-[(2-{[1-(triphenylmethyl)-1H-1,2,4-triazol-3-yl]oxy}ethyl)oxy]benzonitrile). Isolated yield 46.0%. As a reaction SMILES: [OH:1][CH2:2][CH2:3][O:4][C:5]1[CH:6]=[C:7]([CH:10]=[CH:11][CH:12]=1)[C:8]#[N:9].[N+]([C:16]1[N:20]=[CH:19][N:18]([C:21]([C:34]2[CH:39]=[CH:38][CH:37]=[CH:36][CH:35]=2)([C:28]2[CH:33]=[CH:32][CH:31]=[CH:30][CH:29]=2)[C:22]2[CH:27]=[CH:26][CH:25]=[CH:24][CH:23]=2)[N:17]=1)([O-])=O.[H-].[Na+]>C1COCC1>[C:34]1([C:21]([C:22]2[CH:23]=[CH:24][CH:25]=[CH:26][CH:27]=2)([C:28]2[CH:29]=[CH:30][CH:31]=[CH:32][CH:33]=2)[N:18]2[CH:19]=[N:20][C:16]([O:1][CH2:2][CH2:3][O:4][C:5]3[CH:6]=[C:7]([CH:10]=[CH:11][CH:12]=3)[C:8]#[N:9])=[N:17]2)[CH:39]=[CH:38][CH:37]=[CH:36][CH:35]=1 |f:2.3|. Reported procedure: A solution of 3-[(2-hydroxyethyl)oxy]benzonitrile obtained in Reference Example 30 (19.2 g, 118 mmol) in THF (100 mL) was added dropwise to a suspension of 3-nitro-1-(triphenylmethyl)-1H-1,2,4-triazole obtained in Reference Example 33 (40.0 g, 112 mmol) and 60% sodium hydride (oil dispersion, 6.06 g, 151.52 mmol) in THF (300 mL), and the mixture was stirred at room temperature for 12 hr. The mixture was cooled to 0° C., and extracted with water and ethyl acetate. The organic layer was washed wit... Reactants: C(CCC)P(=CC#N)(CCCC)CCCC (2-(tributylphosphoranylidene)acetonitrile), C(CCC)P(=CC#N)(CCCC)CCCC (2-(tributylphosphoranylidene)acetonitrile), CC1=C(C=CC(=C1)C)N(S(=O)(=O)C=1C=CC(=C(C(=O)OC)C1)O)CC(C)C (methyl 5-(N-(2,4-dimethylphenyl)-N-isobutylsulfamoyl)-2-hydroxybenzoate), O1CCC(CC1)CO ((tetrahydro-2H-pyran-4-yl)methanol). Run in C1(=CC=CC=C1)C (toluene), C1(=CC=CC=C1)C (toluene). Reaction conditions: temperature 20 celsius, time 24 hour. Product: CC1=C(C=CC(=C1)C)N(S(=O)(=O)C=1C=CC(=C(C(=O)OC)C1)OCC1CCOCC1)CC(C)C (methyl 5-(N-(2,4-dimethylphenyl)-N-isobutylsulfamoyl)-2-((tetrahydro-2H-pyran-4-yl)methoxy)benzoate). Reaction SMILES: [CH3:1][C:2]1[CH:7]=[C:6]([CH3:8])[CH:5]=[CH:4][C:3]=1[N:9]([CH2:24][CH:25]([CH3:27])[CH3:26])[S:10]([C:13]1[CH:14]=[CH:15][C:16]([OH:23])=[C:17]([CH:22]=1)[C:18]([O:20][CH3:21])=[O:19])(=[O:12])=[O:11].[O:28]1[CH2:33][CH2:32][CH:31]([CH2:34]O)[CH2:30][CH2:29]1.C(P(CCCC)(CCCC)=CC#N)CCC>C1(C)C=CC=CC=1>[CH3:1][C:2]1[CH:7]=[C:6]([CH3:8])[CH:5]=[CH:4][C:3]=1[N:9]([CH2:24][CH:25]([CH3:27])[CH3:26])[S:10]([C:13]1[CH:14]=[CH:15][C:16]([O:23][CH2:34][CH:31]2[CH2:32][CH2:33][O:28][CH2:29][CH2:30]2)=[C:17]([CH:22]=1)[C:18]([O:20][CH3:21])=[O:19])(=[O:12])=[O:11]. Reported procedure: To a solution of methyl 5-(N-(2,4-dimethylphenyl)-N-isobutylsulfamoyl)-2-hydroxybenzoate (100 mg, 0.255 mmol) and (tetrahydro-2H-pyran-4-yl)methanol (29.7 mg, 0.255 mmol) in toluene (1.5 mL) stirred in air at room temperature was added a solution of 2-(tributylphosphoranylidene)acetonitrile (61.7 mg, 0.255 mmol) in toluene (0.5 mL). The reaction mixture was then stirred at 20° C. for 24 hours. After this time, additional 2-(tributylphosphoranylidene)acetonitrile (61.7 mg, 0.255 mmol) was added a... Solvent: C(C)#N (acetonitrile). Conditions: time 30 minute. Yields the product ClC1=C(C(=O)NC(=O)NC2=C(C=C(C=C2)C2=NN=C(N2)C)OC)C=CC(=C1)F (1-(2-chloro-4-fluorobenzoyl)-3-[2-methoxy-4-(5-methyl-4H-[1,2,4]triazol-3-yl)-phenyl]urea). Procedure: The solution of equivalent amounts of 2-chloro-4-fluorobenzoyl isocyanate was added dropwise to the solution of 35 mg of 2-methoxy-4-(5-methyl-4H-[1,2,4]triazol-3-yl)phenylamine in 3 ml of acetonitrile and the mixture was stirred at room temperature for 30 minutes. The solid was then filtered off with suction, stirred with t-butyl methyl ether, filtered off with suction and dried under reduced pressure. As a reaction SMILES: [Cl:1][C:2]1[CH:12]=[C:11]([F:13])[CH:10]=[CH:9][C:3]=1[C:4]([N:6]=[C:7]=[O:8])=[O:5].[CH3:14][O:15][C:16]1[CH:21]=[C:20]([C:22]2[NH:26][C:25]([CH3:27])=[N:24][N:23]=2)[CH:19]=[CH:18][C:17]=1[NH2:28]>C(#N)C>[Cl:1][C:2]1[CH:12]=[C:11]([F:13])[CH:10]=[CH:9][C:3]=1[C:4]([NH:6][C:7]([NH:28][C:17]1[CH:18]=[CH:19][C:20]([C:22]2[NH:26][C:25]([CH3:27])=[N:24][N:23]=2)=[CH:21][C:16]=1[O:15][CH3:14])=[O:8])=[O:5]. The reactants are ClC1=C(C(=O)N=C=O)C=CC(=C1)F (2-chloro-4-fluorobenzoyl isocyanate), COC1=C(C=CC(=C1)C1=NN=C(N1)C)N (2-methoxy-4-(5-methyl-4H-[1,2,4]triazol-3-yl)phenylamine). Reactants: C(=O)([O-])[O-].[K+].[K+] (K2CO3), resultant mixture, BrC1=CC(C(C2=CC=CC=C12)=O)=O (4-bromo-[1,2]naphthoquinone), ClC1=C(C=CC=C1)B(O)O (2-chlorophenylboronic acid), C1(=C(C=CC=C1)P(C1=C(C=CC=C1)C)C1=C(C=CC=C1)C)C (tri-o-tolylphosphine), [Br-] (bromide). Reagents/catalysts: C=1C=CC(=CC1)/C=C/C(=O)/C=C/C2=CC=CC=C2.C=1C=CC(=CC1)/C=C/C(=O)/C=C/C2=CC=CC=C2.C=1C=CC(=CC1)/C=C/C(=O)/C=C/C2=CC=CC=C2.[Pd].[Pd] (tris(dibenzylideneacetone)dipalladium(0)). Run in C1CCOC1 (THF), O (H2O), C(C)(=O)OCC (ethyl acetate), hexanes. Yields the product ClC1=C(C=CC=C1)C1=CC(C(C2=CC=CC=C12)=O)=O (4-(2-chloro-phenyl)-[1,2]naphthoquinone). Reaction SMILES: Br[C:2]1[C:11]2[C:6](=[CH:7][CH:8]=[CH:9][CH:10]=2)[C:5](=[O:12])[C:4](=[O:13])[CH:3]=1.[Cl:14][C:15]1[CH:20]=[CH:19][CH:18]=[CH:17][C:16]=1B(O)O.C1(C)C=CC=CC=1P(C1C=CC=CC=1C)C1C=CC=CC=1C.C([O-])([O-])=O.[K+].[K+].[Br-]>C1COCC1.O.C1C=CC(/C=C/C(/C=C/C2C=CC=CC=2)=O)=CC=1.C1C=CC(/C=C/C(/C=C/C2C=CC=CC=2)=O)=CC=1.C1C=CC(/C=C/C(/C=C/C2C=CC=CC=2)=O)=CC=1.[Pd].[Pd].C(OCC)(=O)C>[Cl:14][C:15]1[CH:20]=[CH:19][CH:18]=[CH:17][C:16]=1[C:2]1[C:11]2[C:6](=[CH:7][CH:8]=[CH:9][CH:10]=2)[C:5](=[O:12])[C:4](=[O:13])[CH:3]=1 |f:3.4.5,9.10.11.12.13|. Reported procedure: To a solution of 4-bromo-[1,2]naphthoquinone (350 mg, 1.48 mmol) in THF (20 mL) and H2O (5 mL) was added 2-chlorophenylboronic acid (231 mg. 1.48 mmol). followed by tri-o-tolylphosphine (45 mg, 148 μmol) and K2CO3 (614 mg, 4.44 mmol). The mixture was deoxygenated with bubbling N2 for about ten minutes, at which time the N3 line was removed and tris(dibenzylideneacetone)dipalladium(0) (68 mg, 74 μmol) was added. The resultant mixture was heated to reflux for 2 hours under N2, at which point no st... Reactants: C(C)C=1C(=NC(=CN1)CC)N[C@H]1[C@H](CC2=CC=CC=C12)O ((1R,2S)-1-[(3,6-diethylpyrazin-2-yl)amino]-2,3-dihydro-1H-inden-2-ol), O1CCC(C2=CC=CC=C12)N (3,4-dihydro-2H-chromen-4-ylamine). The product is O1CCC(C2=CC=CC=C12)NC1=NC(=CN=C1CC)CC (N-(3,4-dihydro-2H-chromen-4-yl)-3,6-diethylpyrazin-2-amine). Reaction SMILES: [CH2:1]([C:3]1[C:4]([NH:11][C@@H:12]2[C:20]3[C:15](=[CH:16][CH:17]=[CH:18][CH:19]=3)[CH2:14][C@@H:13]2O)=[N:5][C:6]([CH2:9][CH3:10])=[CH:7][N:8]=1)[CH3:2].[O:22]1C2C(=CC=CC=2)C(N)CC1>>[O:22]1[C:15]2[C:20](=[CH:19][CH:18]=[CH:17][CH:16]=2)[CH:12]([NH:11][C:4]2[C:3]([CH2:1][CH3:2])=[N:8][CH:7]=[C:6]([CH2:9][CH3:10])[N:5]=2)[CH2:13][CH2:14]1. Procedure: Following the procedure for the preparation of (1R,2S)-1-[(3,6-diethylpyrazin-2-yl)amino]-2,3-dihydro-1H-inden-2-ol but substituting 3,4-dihydro-2H-chromen-4-ylamine and making non-critical variations provided the title compound as a oil: 1H NMR (300 MHz, CDCl3) δ) 7.71, 7.31-7.21, 6.95, 6.91, 5.34, 4.54, 4.32-4.24, 2.71, 2.56, 2.25, 1.36-1.26; HRMS (FAB) calcd for C17H21N3O+H 284.1763, found 284.1768.